Dataset: the Open Reaction Database (ORD), a public repository of structured organic reaction records. Task: describe an organic reaction: reactants, conditions, products, and yield Starting materials: CN1N=C(C=2N=CN=C(C21)N2C(C2)C)C (1,3-dimethyl-7-(2-methylaziridinyl)-1H-pyrazolo[4,3-d]pyrimidine), [I-].[Na+] (sodium iodide). The solvent is CC(=O)C (acetone). The product is CN1N=C(C2=C1C=1N(C=N2)CC(N1)C)C (7,8-dihydro-1,3,8-trimethyl-1H-imidazo[1,2-c]pyrazolo[3,4-e]pyrimidine). Yield: 89.5%. Reaction SMILES: [CH3:1][N:2]1[C:10]2[C:9]([N:11]3[CH2:13][CH:12]3[CH3:14])=[N:8][CH:7]=[N:6][C:5]=2[C:4]([CH3:15])=[N:3]1.[I-].[Na+]>CC(C)=O>[CH3:1][N:2]1[C:10]2[C:9]3[N:8]([CH2:14][CH:12]([CH3:13])[N:11]=3)[CH:7]=[N:6][C:5]=2[C:4]([CH3:15])=[N:3]1 |f:1.2|. Procedure: The above aziridine (9 g, 0.044 mol) is dissolved in 100 ml of acetone, sodium iodide (8 g, 0.053 mol) is added and the mixture is refluxed 1.5 hr and evaporated in vacuo. The residue is partitioned in 150 ml of methylene dichloride and 60 ml of 20% sodium carbonate solution. The organic layer is separated, dried (MgSO4) and evaporated in vacuo to give 8 g (89%) of 7,8-dihydro-1,3,8-trimethyl-1H-imidazo[1,2-c]pyrazolo[3,4-e]pyrimidine, mp 115°-117° C. from heptane. Reactants: N1=CC=CC=C1 (Pyridine), N1=C(C=CC=C1)C(N)=S (Pyridine-2-carbothioamide), BrC(C=O)C=O (2-Bromomalonaldehyde). The solvent is O1CCCC1 (tetrahydrofuran), CS(=O)C (dimethylsulfoxide). Product: N1=C(C=CC=C1)C=1SC(=CN1)C=O (2-(Pyridin-2-yl)thiazole-5-carbaldehyde). Isolated yield 38.7%. RXN SMILES: [N:1]1[CH:6]=[CH:5][CH:4]=[CH:3][C:2]=1[C:7](=[S:9])[NH2:8].N1C=CC=CC=1.Br[CH:17]([CH:20]=O)[CH:18]=[O:19]>O1CCCC1.CS(C)=O>[N:1]1[CH:6]=[CH:5][CH:4]=[CH:3][C:2]=1[C:7]1[S:9][C:17]([CH:18]=[O:19])=[CH:20][N:8]=1. Reported procedure: Pyridine-2-carbothioamide (4.5 g) was dissolved in tetrahydrofuran (40 mL). Pyridine (7.9 mL) was added and the reaction was heated to reflux. 2-Bromomalonaldehyde (7.2 g) was added in dimethylsulfoxide (15 mL) dropwise over 10 minutes and the reaction was heated for 3 hours. The reaction was concentrated in vacuo and partitioned between ethyl acetate and sodium hydrogen carbonate aqueous solution. The aqueous layer was back extracted and the combined organic phase was washed with brine and conc... The reactants are O=C(O)C(Br)c1ccccc1, C1CCOC1, COc1cccc(N)c1. The product is COc1cccc(NC(C(=O)O)c2ccccc2)c1. Reaction SMILES: [Br:1][CH:2]([C:3](=[O:4])[OH:5])[c:6]1[cH:7][cH:8][cH:9][cH:10][cH:11]1.[CH2:21]1[O:22][CH2:23][CH2:24][CH2:25]1.[CH3:12][O:13][c:14]1[cH:15][c:16]([NH2:17])[cH:18][cH:19][cH:20]1>>[CH:2]([C:3](=[O:4])[OH:5])([c:6]1[cH:7][cH:8][cH:9][cH:10][cH:11]1)[NH:17][c:16]1[cH:15][c:14]([O:13][CH3:12])[cH:20][cH:19][cH:18]1. The reactants are O=C([O-])[O-], COc1cc2c(Cl)ncnc2cc1OCCCN1CCCCC1, Oc1ccc2cc(F)cnc2c1, [K+], [K+], CN(C)C=O. The product is COc1cc2c(Oc3ccc4cc(F)cnc4c3)ncnc2cc1OCCCN1CCCCC1. RXN SMILES: [C:24](=[O:25])([O-:26])[O-:27].[Cl:1][c:2]1[n:3][cH:4][n:5][c:6]2[cH:7][c:8]([O:14][CH2:15][CH2:16][CH2:17][N:18]3[CH2:19][CH2:20][CH2:21][CH2:22][CH2:23]3)[c:9]([O:12][CH3:13])[cH:10][c:11]12.[F:30][c:31]1[cH:32][n:33][c:34]2[cH:35][c:36]([OH:41])[cH:37][cH:38][c:39]2[cH:40]1.[K+:28].[K+:29].[O:42]=[CH:43][N:44]([CH3:45])[CH3:46]>>[c:2]1([O:41][c:36]2[cH:35][c:34]3[n:33][cH:32][c:31]([F:30])[cH:40][c:39]3[cH:38][cH:37]2)[n:3][cH:4][n:5][c:6]2[cH:7][c:8]([O:14][CH2:15][CH2:16][CH2:17][N:18]3[CH2:19][CH2:20][CH2:21][CH2:22][CH2:23]3)[c:9]([O:12][CH3:13])[cH:10][c:11]12. The reactants are ClCCl, S=C=Nc1cccc2[nH]cc(Cl)c12, NCCN. The product is NCCNC(=S)Nc1cccc2[nH]cc(Cl)c12. RXN SMILES: [CH2:18]([Cl:19])[Cl:20].[Cl:5][c:6]1[cH:7][nH:8][c:9]2[cH:10][cH:11][cH:12][c:13]([N:15]=[C:16]=[S:17])[c:14]12.[NH2:1][CH2:2][CH2:3][NH2:4]>>[NH2:1][CH2:2][CH2:3][NH:4][C:16]([NH:15][c:13]1[cH:12][cH:11][cH:10][c:9]2[nH:8][cH:7][c:6]([Cl:5])[c:14]21)=[S:17].